This data is from the Open Reaction Database (ORD), a public repository of structured organic reaction records. The task is: describe an organic reaction: reactants, conditions, products, and yield Starting materials: BrC1=CC=C(C=C1)SCCC(=O)O (3-[(4-bromophenyl)thio]propanoic acid). The solvent is S(O)(O)(=O)=O (sulfuric acid). Conditions: time 8 hour. The product is BrC=1C=CC2=C(C(CCS2)=O)C1 (6-bromo-2,3-dihydro-4H-1-benzothiopyran4-one). Yield: 57.3%. RXN SMILES: [Br:1][C:2]1[CH:7]=[CH:6][C:5]([S:8][CH2:9][CH2:10][C:11]([OH:13])=O)=[CH:4][CH:3]=1>S(=O)(=O)(O)O>[Br:1][C:2]1[CH:3]=[CH:4][C:5]2[S:8][CH2:9][CH2:10][C:11](=[O:13])[C:6]=2[CH:7]=1. Procedure details: 200 mL of concentrated sulfuric acid was added to 27.7 g (0.106 mol) of the title compound of Step A. The mixture was stirred at room temperature under nitrogen overnight, and was then poured over crushed ice. The mixture was filtered, and the solid was dissolved in methylene chloride. The resulting solution was dried (MgSO4), filtered, and evaporated to dryness to yield 14.77 g of the title compound of Step B as a solid melting at 50° C. (dec). 1H NMR (CDCl3): δ3.0 (m,2H), 3.2 (m,2H), 7.16-8.2 ... Starting materials: NC=1C(=CC(=C(C1)O)Br)Br (5-amino-2,4-dibromophenol), Cl (HCl), resultant mixture, NC1=CC=CC=C1 (aniline), C(\C=C\C)=O (crotonaldehyde), C(=O)(O)[O-].[Na+] (NaHCO3). Solvent: C(C)(=O)O (acetic acid). Yields the product CC1=NC=2C=CC=C(C2C=C1)O (2-methylquinolin-5-ol). RXN SMILES: [NH2:1][C:2]1[C:3](Br)=[CH:4][C:5](Br)=[C:6]([OH:8])[CH:7]=1.Cl.[CH:12](=O)/[CH:13]=[CH:14]/[CH3:15].NC1C=CC=CC=1.C([O-])(O)=O.[Na+]>C(O)(=O)C>[CH3:15][C:14]1[CH:13]=[CH:12][C:7]2[C:6]([OH:8])=[CH:5][CH:4]=[CH:3][C:2]=2[N:1]=1 |f:4.5|. Procedure details: To a stirred mixture of the 5-amino-2,4-dibromophenol prepared in example 3 (13 g, 49 mmol), acetic acid (65 mL) and HCl (65 mL) was added crotonaldehyde and the resultant mixture was heated at reflux for 1.5 h under argon. HBr (65 mL) and aniline (13 mL) were added and the mixture was refluxed for 5 h. After cooling, the reaction mixture was neutralized by adding of NaHCO3 (˜180 g) and then extracted with EtOAc. The organic extract was dried (MgSO4) and concentrated in vacuo to give a black sol... Reactants: FC=1C=C(N)C=CC1OC1=C2C(=NC=C1)C=C(S2)C=2N(C(=CN2)CN2CCOCC2)C (3-fluoro-4-(2-(1-methyl-5-(morpholinomethyl)-1H-imidazol-2-yl)thieno[3,2-b]pyridin-7-yloxy)aniline), CCN(C(C)C)C(C)C (DIPEA), ClC(Cl)(OC(OC(Cl)(Cl)Cl)=O)Cl (triphosgene), C1(CC1)N (cyclopropylamine). Run in C1CCOC1 (THF). Product: C1(CC1)NC(=O)NC1=CC(=C(C=C1)OC1=C2C(=NC=C1)C=C(S2)C=2N(C(=CN2)CN2CCOCC2)C)F (1-cyclopropyl-3-(3-fluoro-4-(2-(1-methyl-5-(morpholinomethyl)-1H-imidazol-2-yl)thieno[3,2-b]pyridin-7-yloxy)phenyl)urea). The yield is 37.7%. Reaction SMILES: [F:1][C:2]1[CH:3]=[C:4]([CH:6]=[CH:7][C:8]=1[O:9][C:10]1[CH:15]=[CH:14][N:13]=[C:12]2[CH:16]=[C:17]([C:19]3[N:20]([CH3:31])[C:21]([CH2:24][N:25]4[CH2:30][CH2:29][O:28][CH2:27][CH2:26]4)=[CH:22][N:23]=3)[S:18][C:11]=12)[NH2:5].CC[N:34]([CH:38]([CH3:40])[CH3:39])[CH:35](C)C.ClC(Cl)([O:44]C(=O)OC(Cl)(Cl)Cl)Cl.C1(N)CC1>C1COCC1>[CH:38]1([NH:34][C:35]([NH:5][C:4]2[CH:6]=[CH:7][C:8]([O:9][C:10]3[CH:15]=[CH:14][N:13]=[C:12]4[CH:16]=[C:17]([C:19]5[N:20]([CH3:31])[C:21]([CH2:24][N:25]6[CH2:30][CH2:29][O:28][CH2:27][CH2:26]6)=[CH:22][N:23]=5)[S:18][C:11]=34)=[C:2]([F:1])[CH:3]=2)=[O:44])[CH2:39][CH2:40]1. Reported procedure: To a solution of aniline 297 (200 mg, 0.455 mmol) in THF (20 mL) at 0° C. was added DIPEA (0.318 mL, 1.820 mmol) and triphosgene (81 mg, 0.273 mmol). The mixture was stirred at 0° C. for 1 hr before cyclopropylamine (0.160 mL, 2.275 mmol) was added, and was allowed to warm to RT over 1 hr. The mixture was concentrated and purified by Biotage (MeOH/DCM, 0-22%, SNAP 25 g cartridge) to afford title compound 298 (54 mg, 0.103 mmol, 22.7% yield) as a white solid. 1H NMR (400 MHz, DMSO-d6) δ (ppm): 8.... The reactants are COC=1C=CC(=C(C1)CNCCC1=CC=C(C=C1)O)C1CC2=CC=C(C=C2CC1)OC (4-{2-{[5-methoxy-2-(6-methoxy-1,2,3,4-tetrahydronaphthalen-2-yl)phenyl]methylamino}ethyl}phenol), O (Water), C([O-])([O-])=O.[K+].[K+] (potassium carbonate), ClCCN1CCCCCC1 (1-(2-chloroethyl)azepane). Run in CN(C=O)C (N,N-dimethylformamide). Reaction conditions: temperature 60 celsius, time 2 hour. Product: N1(CCCCCC1)CCOC1=CC=C(C=C1)CCNCC1=C(C=CC(=C1)OC)C1CC2=CC=C(C=C2CC1)OC ({2-[4-(2-Azepan-1-ylethoxy)phenyl]ethyl}[5-methoxy-2-(6-methoxy-1,2,3,4-tetrahydronaphthalen-2-yl)phenyl]methylamine). Yield: 75.5%. Reaction SMILES: [CH3:1][O:2][C:3]1[CH:4]=[CH:5][C:6]([CH:20]2[CH2:29][CH2:28][C:27]3[C:22](=[CH:23][CH:24]=[C:25]([O:30][CH3:31])[CH:26]=3)[CH2:21]2)=[C:7]([CH2:9][NH:10][CH2:11][CH2:12][C:13]2[CH:18]=[CH:17][C:16]([OH:19])=[CH:15][CH:14]=2)[CH:8]=1.C(=O)([O-])[O-].[K+].[K+].Cl[CH2:39][CH2:40][N:41]1[CH2:47][CH2:46][CH2:45][CH2:44][CH2:43][CH2:42]1.O>CN(C)C=O>[N:41]1([CH2:40][CH2:39][O:19][C:16]2[CH:17]=[CH:18][C:13]([CH2:12][CH2:11][NH:10][CH2:9][C:7]3[CH:8]=[C:3]([O:2][CH3:1])[CH:4]=[CH:5][C:6]=3[CH:20]3[CH2:29][CH2:28][C:27]4[C:22](=[CH:23][CH:24]=[C:25]([O:30][CH3:31])[CH:26]=4)[CH2:21]3)=[CH:14][CH:15]=2)[CH2:47][CH2:46][CH2:45][CH2:44][CH2:43][CH2:42]1 |f:1.2.3|. Procedure details: To a solution of 4-{2-{[5-methoxy-2-(6-methoxy-1,2,3,4-tetrahydronaphthalen-2-yl)phenyl]methylamino}ethyl}phenol (160 mg) in N,N-dimethylformamide (3 ml) were sequentially added potassium carbonate (100 mg) and 1-(2-chloroethyl)azepane (110 mg), and the solution was stirred for 2 hours at 60° C. Water was added thereto followed by stirring, the solution was extracted with ethyl acetate, then sequentially washed with water and brine, and the solvent was evaporated in vacuo. The residue was purifi... The reactants are O (Water), FC=1C=CC(=C(C#N)C1)[N+](=O)[O-] (5-fluoro-2-nitrobenzonitrile), C(C1=CC=CC=C1)O (benzyl alcohol), C([O-])([O-])=O.[K+].[K+] (potassium carbonate). The solvent is CN(C)C=O (DMF). Conditions: time 60 hour. The product is C(C1=CC=CC=C1)OC=1C=CC(=C(C#N)C1)[N+](=O)[O-] (5-benzyloxy-2-nitrobenzonitrile). Yield: 75.6%. As a reaction SMILES: F[C:2]1[CH:3]=[CH:4][C:5]([N+:10]([O-:12])=[O:11])=[C:6]([CH:9]=1)[C:7]#[N:8].[CH2:13]([OH:20])[C:14]1[CH:19]=[CH:18][CH:17]=[CH:16][CH:15]=1.C(=O)([O-])[O-].[K+].[K+].O>CN(C=O)C>[CH2:13]([O:20][C:2]1[CH:3]=[CH:4][C:5]([N+:10]([O-:12])=[O:11])=[C:6]([CH:9]=1)[C:7]#[N:8])[C:14]1[CH:19]=[CH:18][CH:17]=[CH:16][CH:15]=1 |f:2.3.4|. Reported procedure: A mixture of 5-fluoro-2-nitrobenzonitrile (15 g, 90 mmol), benzyl alcohol (10.8 g, 100 mmol) and potassium carbonate (18.7 g, 135 mmol) in DMF (20 ml) was stirred at room temperature for 60 h. Water (60 ml) was added to the reaction, and the resultant yellow precipitate out filtered, washed with water, and dried under reduced pressure to provide 17.3 g (75.4%) of 5-benzyloxy-2-nitrobenzonitrile. The compound was used directly for the next step without further purification. MS GC-MS M+=211, RT=6.... The reactants are C1(CC1)NC=1N=NC(=CC1)C#C (N-cyclopropyl-6-ethynylpyridazin-3-amine), IC=1C=C(C=CC1C)C1=NC2=C(N1)C=C(C=C2)CN2CCN(CC2)C (2-(3-iodo-4-methylphenyl)-6-((4-methylpiperazin-1-yl)methyl)-1H-benzo[d]imidazole), C1(CC1)NC=1N=NC(=CC1)C#C (N-cyclopropyl-6-ethynylpyridazin-3-amine). The product is C1(CC1)NC=1N=NC(=CC1)C#CC1=C(C=CC(=C1)C1=NC2=C(N1)C=C(C=C2)CN2CCN(CC2)C)C (N-Cyclopropyl-6-(2-(2-methyl-5-(6-((4-methylpiperazin-1-yl)methyl)-1H-benzo[d]imidazol-2-yl)phenyl)ethynyl)pyridazin-3-amine). RXN SMILES: [CH:1]1([NH:4][C:5]2[N:6]=[N:7][C:8]([C:11]#[CH:12])=[CH:9][CH:10]=2)[CH2:3][CH2:2]1.I[C:14]1[CH:15]=[C:16]([C:21]2[NH:25][C:24]3[CH:26]=[C:27]([CH2:30][N:31]4[CH2:36][CH2:35][N:34]([CH3:37])[CH2:33][CH2:32]4)[CH:28]=[CH:29][C:23]=3[N:22]=2)[CH:17]=[CH:18][C:19]=1[CH3:20]>>[CH:1]1([NH:4][C:5]2[N:6]=[N:7][C:8]([C:11]#[C:12][C:14]3[CH:15]=[C:16]([C:21]4[NH:25][C:24]5[CH:26]=[C:27]([CH2:30][N:31]6[CH2:32][CH2:33][N:34]([CH3:37])[CH2:35][CH2:36]6)[CH:28]=[CH:29][C:23]=5[N:22]=4)[CH:17]=[CH:18][C:19]=3[CH3:20])=[CH:9][CH:10]=2)[CH2:3][CH2:2]1. Reported procedure: The title compound was synthesized from N-cyclopropyl-6-ethynylpyridazin-3-amine and 2-(3-iodo-4-methylphenyl)-6-((4-methylpiperazin-1-yl)methyl)-1H-benzo[d]imidazole (as prepared in Example 1) in a manner similar to that described for in Example 1. The intermediate compound N-cyclopropyl-6-ethynylpyridazin-3-amine was made as for Example 1 (Step 1 to 3) with the spectra below: 1H NMR (300 MHz, CDCl3) δ: 7.38-7.41 (1H, d, J=9.0 Hz), 6.96-6.99 (1H, d, J=9.0 Hz), 5.99 (1H, s), 3.25-3.27 (1H, m), 2... Reactants: C[C@@]12C(CC[C@H]1[C@@H]1CC[C@H]3CC=CC[C@]3(C)[C@H]1CC2)=O (5α-Androst-2-en-17-one), C[Mg]Br (methyl magnesium bromide), O (water). Solvent: C(C)(=O)OCC (ethyl acetate), C1CCOC1 (THF). Reaction conditions: time 8 hour. The product is C[C@@]1([C@]2(C)[C@@H](CC1)[C@@H]1CCC3CC=CC[C@]3(C)[C@H]1CC2)O ((17β)-17-methylandrost-2-en-17-ol). The yield is 38.8%. Reaction SMILES: [CH3:1][C@:2]12[CH2:19][CH2:18][C@H:17]3[C@@H:7]([CH2:8][CH2:9][C@@H:10]4[C@:15]3([CH3:16])[CH2:14][CH:13]=[CH:12][CH2:11]4)[C@@H:6]1[CH2:5][CH2:4][C:3]2=[O:20].[CH3:21][Mg]Br.O>C1COCC1.C(OCC)(=O)C>[CH3:21][C@@:3]1([OH:20])[CH2:4][CH2:5][C@H:6]2[C@H:7]3[C@H:17]([CH2:18][CH2:19][C@:2]12[CH3:1])[C@:15]1([CH3:16])[CH:10]([CH2:11][CH:12]=[CH:13][CH2:14]1)[CH2:9][CH2:8]3. Reported procedure: To a solution of compound 2 (300 mg, 1.10 mmol) in anhydrous THF (15 mL) under an atmosphere of argon at 0° C. was added methyl magnesium bromide (1.4 M in THF; 945 μL, 1.32 mmol). The solution was allowed to return to room temperature and was subsequently stirred overnight. The solution was then diluted with ethyl acetate and poured into water. The organic layer was washed with brine, dried over Na2SO4, filtered and evaporated under reduced pressure. The crude compound was purified by high perf...